Dataset: the Open Reaction Database (ORD), a public repository of structured organic reaction records. Task: describe an organic reaction: reactants, conditions, products, and yield Reactants: CCO, CC(C)C(C)(c1ccc(I)cc1)c1ccc(CN2C(=O)c3ccccc3C2=O)o1, NN, O. The product is CC(C)C(C)(c1ccc(I)cc1)c1ccc(CN)o1. As a reaction SMILES: [CH3:33][CH2:34][OH:35].[I:4][c:5]1[cH:6][cH:7][c:8]([C:11]([CH:12]([CH3:13])[CH3:14])([CH3:15])[c:16]2[cH:17][cH:18][c:19]([CH2:21][N:22]3[C:23](=[O:24])[c:25]4[c:26]([cH:27][cH:28][cH:29][cH:30]4)[C:31]3=[O:32])[o:20]2)[cH:9][cH:10]1.[NH2:2][NH2:3].[OH2:1]>>[I:4][c:5]1[cH:6][cH:7][c:8]([C:11]([CH:12]([CH3:13])[CH3:14])([CH3:15])[c:16]2[cH:17][cH:18][c:19]([CH2:21][NH2:22])[o:20]2)[cH:9][cH:10]1. The reactants are C[Si](C)(C)CCOCn1nc(-c2cccc(Br)n2)c2cnc(NCCN3CCOCC3)nc21, NCc1ccccc1Cl, N#N, C1COCCO1, O=C(C=Cc1ccccc1)C=Cc1ccccc1, O=C(C=Cc1ccccc1)C=Cc1ccccc1, O=C(C=Cc1ccccc1)C=Cc1ccccc1, [Pd], [Pd]. The product is C[Si](C)(C)CCOCn1nc(-c2cccc(NCc3ccccc3Cl)n2)c2cnc(NCCN3CCOCC3)nc21. As a reaction SMILES: [Br:1][c:2]1[cH:3][cH:4][cH:5][c:6](-[c:8]2[n:9][n:10]([CH2:26][O:27][CH2:28][CH2:29][Si:30]([CH3:31])([CH3:32])[CH3:33])[c:11]3[n:12][c:13]([NH:17][CH2:18][CH2:19][N:20]4[CH2:21][CH2:22][O:23][CH2:24][CH2:25]4)[n:14][cH:15][c:16]23)[n:7]1.[Cl:34][c:35]1[c:36]([CH2:37][NH2:38])[cH:39][cH:40][cH:41][cH:42]1.[N:43]#[N:44].[O:101]1[CH2:102][CH2:103][O:104][CH2:105][CH2:106]1.[O:47]=[C:48]([CH:49]=[CH:50][c:51]1[cH:52][cH:53][cH:54][cH:55][cH:56]1)[CH:57]=[CH:58][c:59]1[cH:60][cH:61][cH:62][cH:63][cH:64]1.[O:65]=[C:66]([CH:67]=[CH:68][c:69]1[cH:70][cH:71][cH:72][cH:73][cH:74]1)[CH:75]=[CH:76][c:77]1[cH:78][cH:79][cH:80][cH:81][cH:82]1.[O:83]=[C:84]([CH:85]=[CH:86][c:87]1[cH:88][cH:89][cH:90][cH:91][cH:92]1)[CH:93]=[CH:94][c:95]1[cH:96][cH:97][cH:98][cH:99][cH:100]1.[Pd:45].[Pd:46]>>[c:2]1([NH:38][CH2:37][c:36]2[c:35]([Cl:34])[cH:42][cH:41][cH:40][cH:39]2)[cH:3][cH:4][cH:5][c:6](-[c:8]2[n:9][n:10]([CH2:26][O:27][CH2:28][CH2:29][Si:30]([CH3:31])([CH3:32])[CH3:33])[c:11]3[n:12][c:13]([NH:17][CH2:18][CH2:19][N:20]4[CH2:21][CH2:22][O:23][CH2:24][CH2:25]4)[n:14][cH:15][c:16]23)[n:7]1. The reactants are ClCCC1=CC=2NC(CCCC2S1)=O (2-(2-chloroethyl)-4,6,7,8-tetrahydro-5H-thieno[3,2-b]azepin-5-one), Cl.FC=1C=CC2=C(OC=C2C2CCNCC2)C1 (4-(6-fluorobenzo(b)furan-3-yl)piperidine hydrochloride), C([O-])([O-])=O.[K+].[K+] (potassium carbonate), [I-].[K+] (potassium iodide). Solvent: O (water), C1(=CC=CC=C1)C (toluene), CN(C=O)C (dimethylformamide). Run at temperature 80 celsius, time 8 hour. Yields the product FC=1C=CC2=C(OC=C2C2CCN(CC2)CCC2=CC=3NC(CCCC3S2)=O)C1 (2-(2-(4-(6-fluorobenzo(b)furan-3-yl)piperidin-1-yl)ethyl)-4,6,7,8-tetrahydro-5H-thieno[3,2-b]azepin-5-one). As a reaction SMILES: Cl[CH2:2][CH2:3][C:4]1[S:13][C:12]2[CH2:11][CH2:10][CH2:9][C:8](=[O:14])[NH:7][C:6]=2[CH:5]=1.Cl.[F:16][C:17]1[CH:18]=[CH:19][C:20]2[C:24]([CH:25]3[CH2:30][CH2:29][NH:28][CH2:27][CH2:26]3)=[CH:23][O:22][C:21]=2[CH:31]=1.C(=O)([O-])[O-].[K+].[K+].[I-].[K+]>O.C1(C)C=CC=CC=1.CN(C)C=O>[F:16][C:17]1[CH:18]=[CH:19][C:20]2[C:24]([CH:25]3[CH2:26][CH2:27][N:28]([CH2:2][CH2:3][C:4]4[S:13][C:12]5[CH2:11][CH2:10][CH2:9][C:8](=[O:14])[NH:7][C:6]=5[CH:5]=4)[CH2:29][CH2:30]3)=[CH:23][O:22][C:21]=2[CH:31]=1 |f:1.2,3.4.5,6.7|. Reported procedure: A mixture of 2.0 g of 2-(2-chloroethyl)-4,6,7,8-tetrahydro-5H-thieno[3,2-b]azepin-5-one, 2.2 g of 4-(6-fluorobenzo(b)furan-3-yl)piperidine hydrochloride, 2.6 g of potassium carbonate, 1.44 g of potassium iodide, 20 ml of dimethylformamide and 20 ml of toluene was stirred at 80° C. for 8 hours and then poured into water. The toluene layer was washed with water, dried over anhydrous magnesium sulfate and concentrated. The residue was recrystallized from ethyl acetate to give 2-(2-(4-(6-fluorobenzo...